This data is from the Open Reaction Database (ORD), a public repository of structured organic reaction records. The task is: describe an organic reaction: reactants, conditions, products, and yield The reactants are C(C)(=O)O (acetic acid), CON=CC=1C=C(C(=O)OC)C=CC1[N+](=O)[O-] (methyl 3-methoxyiminomethyl-4-nitrobenzoate), C(C)(=O)O (acetic acid). Reagents/catalysts: [Fe] (iron). Solvent: C(C)(=O)OCC (ethyl acetate). Yields the product NC1=C(C=C(C(=O)OC)C=C1)C=NOC (methyl 4-amino-3-methoxyiminomethylbenzoate). Reaction SMILES: C(O)(=O)C.[CH3:5][O:6][N:7]=[CH:8][C:9]1[CH:10]=[C:11]([CH:16]=[CH:17][C:18]=1[N+:19]([O-])=O)[C:12]([O:14][CH3:15])=[O:13]>C(OCC)(=O)C.[Fe]>[NH2:19][C:18]1[CH:17]=[CH:16][C:11]([C:12]([O:14][CH3:15])=[O:13])=[CH:10][C:9]=1[CH:8]=[N:7][O:6][CH3:5]. Procedure: In a 5-liter three-necked round-bottomed flask was placed 0.9 l of 5% aqueous acetic acid and 157 g (2.8 moles) of iron. To the resulting well-stirred mixture was added 166.6 g (0.7 moles) of the previously prepared methyl 3-methoxyiminomethyl-4-nitrobenzoate dissolved in 0.9 l of ethyl acetate followed by dropwise addition of 0.9 l of acetic acid while keeping the temperature below 35° C. The resulting mixture was stirred at 35° C. for 30 minutes and filtered through diatomaceous earth. The fil...